From a dataset of the Open Reaction Database (ORD), a public repository of structured organic reaction records. describe an organic reaction: reactants, conditions, products, and yield Starting materials: C1CCOC1, [Li]CCCC, CCOC(C)=O, O=C(CCc1ccc(C(F)F)c(F)c1)C1CCCC1, [Cl-], COC(=O)C(Cl)C(C)=O, [H-], [NH4+], [Na+]. The product is COC(=O)C(Cl)C(=O)CC(O)(CCc1ccc(C(F)F)c(F)c1)C1CCCC1. Reaction SMILES: [CH2:38]1[O:39][CH2:40][CH2:41][CH2:42]1.[CH3:12][CH2:13][CH2:14][CH2:15][Li:16].[CH3:43][CH2:44][O:45][C:46](=[O:47])[CH3:48].[CH:17]1([C:22]([CH2:23][CH2:24][c:25]2[cH:26][c:27]([F:34])[c:28]([CH:31]([F:32])[F:33])[cH:29][cH:30]2)=[O:35])[CH2:18][CH2:19][CH2:20][CH2:21]1.[Cl-:36].[Cl:3][CH:4]([C:5](=[O:6])[O:7][CH3:8])[C:9](=[O:10])[CH3:11].[H-:2].[NH4+:37].[Na+:1]>>[Cl:3][CH:4]([C:5](=[O:6])[O:7][CH3:8])[C:9](=[O:10])[CH2:11][C:22]([CH:17]1[CH2:18][CH2:19][CH2:20][CH2:21]1)([CH2:23][CH2:24][c:25]1[cH:26][c:27]([F:34])[c:28]([CH:31]([F:32])[F:33])[cH:29][cH:30]1)[OH:35]. Starting materials: CC(C)(C)OC(=O)N1CCC(N2CCCCc3cc(N)ccc32)CC1, O=C([O-])O, CCO, I, [Na+], CSC(=N)c1cccs1. The product is CC(C)(C)OC(=O)N1CCC(N2CCCCc3cc(NC(=N)c4cccs4)ccc32)CC1. As a reaction SMILES: [C:1]([CH3:2])([CH3:3])([CH3:4])[O:5][C:6](=[O:7])[N:8]1[CH2:9][CH2:10][CH:11]([N:14]2[c:15]3[c:16]([cH:21][c:22]([NH2:25])[cH:23][cH:24]3)[CH2:17][CH2:18][CH2:19][CH2:20]2)[CH2:12][CH2:13]1.[C:39](=[O:40])([OH:41])[O-:42].[CH3:36][CH2:37][OH:38].[IH:26].[Na+:43].[s:27]1[c:28]([C:32](=[NH:33])[S:34][CH3:35])[cH:29][cH:30][cH:31]1>>[C:1]([CH3:2])([CH3:3])([CH3:4])[O:5][C:6](=[O:7])[N:8]1[CH2:9][CH2:10][CH:11]([N:14]2[c:15]3[c:16]([cH:21][c:22]([NH:25][C:32]([c:28]4[s:27][cH:31][cH:30][cH:29]4)=[NH:33])[cH:23][cH:24]3)[CH2:17][CH2:18][CH2:19][CH2:20]2)[CH2:12][CH2:13]1. Reactants: FC1=CC=C(C=C1)C1CC[SiH2]CC1 (4-(p-fluorophenyl)-1-silacyclohexane), ClCl (chlorine). Run in C1(=CC=CC=C1)C (toluene). Product: FC1=CC=C(C=C1)C1CC[SiH](CC1)Cl (4-(p-fluorophenyl)-1-chloro-1-silacyclohexane). As a reaction SMILES: [F:1][C:2]1[CH:7]=[CH:6][C:5]([CH:8]2[CH2:13][CH2:12][SiH2:11][CH2:10][CH2:9]2)=[CH:4][CH:3]=1.[Cl:14]Cl>C1(C)C=CC=CC=1>[F:1][C:2]1[CH:7]=[CH:6][C:5]([CH:8]2[CH2:9][CH2:10][SiH:11]([Cl:14])[CH2:12][CH2:13]2)=[CH:4][CH:3]=1. Reported procedure: In the same manner as in Example 9, 21.0 g of 4-(p-fluorophenyl)-1,1-dichloro-1-silacyclohexane was obtained from 4-(p-fluorophenyl)-1,1-diphenyl-1-silacyclohexane obtained in Preparatory Example 5. A mixture of 50.0 g of methanol and 30 g of triethylamine was added to the solution obtained above, followed by agitation under reflux for 1 hour. The resultant solution was concentrated, to which 200 ml of hexane was added thereby permitting secondarily produced hydrochloride to be precipitated. The...